This data is from the Open Reaction Database (ORD), a public repository of structured organic reaction records. The task is: describe an organic reaction: reactants, conditions, products, and yield The reactants are COC1=CC=C(C=C1)O (4-methoxyphenol), [H-].[Na+] (sodium hydride), O (Water), BrCC(=O)OCC (Ethyl bromoacetate). Solvent: CN(C=O)C (N,N-dimethylformamide). Run at time 30 minute. The product is COC1=CC=C(OCC(=O)OCC)C=C1 (ethyl (4-methoxyphenoxy)acetate). Yield: 95.1%. RXN SMILES: [CH3:1][O:2][C:3]1[CH:8]=[CH:7][C:6]([OH:9])=[CH:5][CH:4]=1.[H-].[Na+].Br[CH2:13][C:14]([O:16][CH2:17][CH3:18])=[O:15].O>CN(C)C=O>[CH3:1][O:2][C:3]1[CH:8]=[CH:7][C:6]([O:9][CH2:13][C:14]([O:16][CH2:17][CH3:18])=[O:15])=[CH:5][CH:4]=1 |f:1.2|. Reported procedure: To a solution of 4-methoxyphenol (5.0 g, 40 mmol) in N,N-dimethylformamide (50 mL) was added 60% sodium hydride (1.6 g, 40 mmol) under ice-cooling, and the mixture was stirred for 30 min. Ethyl bromoacetate (7.4 g, 44 mmol) was added thereto, and the mixture was stirred at room temperature for 1 hr. Water was added to the reaction mixture, and the mixture was extracted with ethyl acetate. The extract was washed with water and concentrated under reduced pressure. The residue was purified by silic... Starting materials: CCO, CCO, [Co], COc1c(N)ccc2c1C(=CC#N)CC2, N. Yields the product COc1c(N)ccc2c1C(=CCN)CC2. As a reaction SMILES: [CH2:16]([OH:17])[CH3:18].[CH3:20][CH2:21][OH:22].[Co:23].[NH2:1][c:2]1[cH:3][cH:4][c:5]2[c:9]([c:10]1[O:11][CH3:12])[C:8](=[CH:13][C:14]#[N:15])[CH2:7][CH2:6]2.[NH3:19]>>[NH2:1][c:2]1[cH:3][cH:4][c:5]2[c:9]([c:10]1[O:11][CH3:12])[C:8](=[CH:13][CH2:14][NH2:15])[CH2:7][CH2:6]2. Procedure: 200 mL of a toluene solution containing 20.00 g of 1-(2-bromo-4-pyridyl)-2,3-bis(methoxycarbonyl)-6,7-dimethoxy-naphthalene was sonicated under reduced pressure, then, 975 mg of palladium acetate, 1009 mg of tri-tert-butyl-phosphonium tetrafluoroborate, 13.72 g of (4S)-4-(tert-butyldimethylsilyloxy)-1,2,3,4-tetrahydroquinoline and 6.26 g of sodium tert-butoxide were added to the mixture under room temperature, and after replacing the atmosphere with nitrogen, the mixture was stirred at 100° C. f... Run in C(C)(=O)OCC (ethyl acetate), O (water), C1(=CC=CC=C1)C (toluene). The yield is 79.9%. Reaction conditions: temperature 100 celsius, time 4 hour. Yields the product C(C)(C)(C)[Si](O[C@H]1CCN(C2=CC=CC=C12)C1=NC=CC(=C1)C1=C(C(=CC2=CC(=C(C=C12)OC)OC)C(=O)OC)C(=O)OC)(C)C (1-[2-[(4S)-4-(tert-butyldimethyl-silyloxy)-1,2,3,4-tetrahydroquinolin-1-yl]-4-pyridyl]-2,3-bis(methoxycarbonyl)-6,7-dimethoxynaphthalene). Starting materials: F[B-](F)(F)F.C(C)(C)(C)[PH+](C(C)(C)C)C(C)(C)C (tri-tert-butyl-phosphonium tetrafluoroborate), [Si](C)(C)(C(C)(C)C)O[C@H]1CCNC2=CC=CC=C12 ((4S)-4-(tert-butyldimethylsilyloxy)-1,2,3,4-tetrahydroquinoline), CC(C)([O-])C.[Na+] (sodium tert-butoxide), [Cl-].[NH4+] (ammonium chloride), BrC1=NC=CC(=C1)C1=C(C(=CC2=CC(=C(C=C12)OC)OC)C(=O)OC)C(=O)OC (1-(2-bromo-4-pyridyl)-2,3-bis(methoxycarbonyl)-6,7-dimethoxy-naphthalene). The reagents and catalysts are C(C)(=O)[O-].[Pd+2].C(C)(=O)[O-] (palladium acetate). As a reaction SMILES: Br[C:2]1[CH:7]=[C:6]([C:8]2[C:17]3[C:12](=[CH:13][C:14]([O:20][CH3:21])=[C:15]([O:18][CH3:19])[CH:16]=3)[CH:11]=[C:10]([C:22]([O:24][CH3:25])=[O:23])[C:9]=2[C:26]([O:28][CH3:29])=[O:27])[CH:5]=[CH:4][N:3]=1.F[B-](F)(F)F.C([PH+](C(C)(C)C)C(C)(C)C)(C)(C)C.[Si:48]([O:55][C@@H:56]1[C:65]2[C:60](=[CH:61][CH:62]=[CH:63][CH:64]=2)[NH:59][CH2:58][CH2:57]1)([C:51]([CH3:54])([CH3:53])[CH3:52])([CH3:50])[CH3:49].CC(C)([O-])C.[Na+].[Cl-].[NH4+]>C([O-])(=O)C.[Pd+2].C([O-])(=O)C.C(OCC)(=O)C.O.C1(C)C=CC=CC=1>[C:51]([Si:48]([CH3:50])([CH3:49])[O:55][C@@H:56]1[C:65]2[C:60](=[CH:61][CH:62]=[CH:63][CH:64]=2)[N:59]([C:2]2[CH:7]=[C:6]([C:8]3[C:17]4[C:12](=[CH:13][C:14]([O:20][CH3:21])=[C:15]([O:18][CH3:19])[CH:16]=4)[CH:11]=[C:10]([C:22]([O:24][CH3:25])=[O:23])[C:9]=3[C:26]([O:28][CH3:29])=[O:27])[CH:5]=[CH:4][N:3]=2)[CH2:58][CH2:57]1)([CH3:54])([CH3:53])[CH3:52] |f:1.2,4.5,6.7,8.9.10|. The reactants are C1(=CC=CC=C1)C1(CC1)C(=O)N (1-phenylcyclopropanecarboxamide), [H-].[H-].[H-].[H-].[Li+].[Al+3] (LAH). The solvent is O1CCCC1 (tetrahydrofuran), O1CCCC1 (tetrahydrofuran). Reaction conditions: temperature 65 celsius. The product is C1(=CC=CC=C1)C1(CC1)CN ((1-phenylcyclopropyl)methanamine). Isolated yield 48.7%. Reaction SMILES: [C:1]1([C:7]2([C:10]([NH2:12])=O)[CH2:9][CH2:8]2)[CH:6]=[CH:5][CH:4]=[CH:3][CH:2]=1.[H-].[H-].[H-].[H-].[Li+].[Al+3]>O1CCCC1>[C:1]1([C:7]2([CH2:10][NH2:12])[CH2:8][CH2:9]2)[CH:6]=[CH:5][CH:4]=[CH:3][CH:2]=1 |f:1.2.3.4.5.6|. Reported procedure: A solution of 1-phenylcyclopropanecarboxamide (0.450 g, 2.79 mmol) in tetrahydrofuran (5 mL) was slowly added to a suspension of LAH (0.117 g, 3.07 mmol) in tetrahydrofuran (5 mL) at 23° C. over 2 minutes. The reaction was then heated to 65° C. for 6 hours. The reaction was quenched with the Rochelle salt (1N in water, 10 mL) and extracted with ethyl acetate (3×). The combined organic layers were then dried over anhydrous magnesium sulfate, filtered and concentrated to give the crude title mater... Starting materials: Cc1ccccc1, [I-], [I-], [Na+], CN(C)C=O, CCCOc1c(OCCBr)cc(C2CCC(c3cc(OC)c(OC)c(OC)c3)O2)cc1S(=O)(=O)CC(C)O, c1cscn1. Yields the product CCCOc1c(OCCc2nccs2)cc(C2CCC(c3cc(OC)c(OC)c(OC)c3)O2)cc1S(=O)(=O)CC(C)O. RXN SMILES: [CH3:52][c:53]1[cH:54][cH:55][cH:56][cH:57][cH:58]1.[I-:39].[I-:41].[Na+:40].[O:47]=[CH:48][N:49]([CH3:50])[CH3:51].[OH:1][CH:2]([CH2:3][S:4](=[O:5])(=[O:6])[c:7]1[cH:8][c:9]([CH:21]2[O:22][CH:23]([c:26]3[cH:27][c:28]([O:36][CH3:37])[c:29]([O:34][CH3:35])[c:30]([O:32][CH3:33])[cH:31]3)[CH2:24][CH2:25]2)[cH:10][c:11]([O:17][CH2:18][CH2:19][Br:20])[c:12]1[O:13][CH2:14][CH2:15][CH3:16])[CH3:38].[cH:42]1[cH:43][s:44][cH:45][n:46]1>>[OH:1][CH:2]([CH2:3][S:4](=[O:5])(=[O:6])[c:7]1[cH:8][c:9]([CH:21]2[O:22][CH:23]([c:26]3[cH:27][c:28]([O:36][CH3:37])[c:29]([O:34][CH3:35])[c:30]([O:32][CH3:33])[cH:31]3)[CH2:24][CH2:25]2)[cH:10][c:11]([O:17][CH2:18][CH2:19][c:45]2[s:44][cH:43][cH:42][n:46]2)[c:12]1[O:13][CH2:14][CH2:15][CH3:16])[CH3:38]. The reactants are CCOC(=O)Cc1cccc(Cl)c1, CN(C)P(=O)(N(C)C)N(C)C, CN(C)P(=O)(N(C)C)N(C)C, CC(C)[N-]C(C)C, ICC1CCCC1, [Li+], C1CCOC1. Product: CCOC(=O)C(CC1CCCC1)c1cccc(Cl)c1. Reaction SMILES: [CH2:9]([CH3:10])[O:11][C:12]([CH2:13][c:14]1[cH:15][c:16]([Cl:20])[cH:17][cH:18][cH:19]1)=[O:21].[CH3:29][N:30]([CH3:31])[P:32]([N:33]([CH3:34])[CH3:35])([N:36]([CH3:37])[CH3:38])=[O:39].[CH3:45][N:46]([P:47]([N:48]([CH3:49])[CH3:50])([N:51]([CH3:52])[CH3:53])=[O:54])[CH3:55].[CH:1]([N-:2][CH:3]([CH3:4])[CH3:5])([CH3:6])[CH3:7].[I:22][CH2:23][CH:24]1[CH2:25][CH2:26][CH2:27][CH2:28]1.[Li+:8].[O:40]1[CH2:41][CH2:42][CH2:43][CH2:44]1>>[CH2:9]([CH3:10])[O:11][C:12]([CH:13]([c:14]1[cH:15][c:16]([Cl:20])[cH:17][cH:18][cH:19]1)[CH2:23][CH:24]1[CH2:25][CH2:26][CH2:27][CH2:28]1)=[O:21]. Reactants: ice, C(CCC)C(C1=C(C=C(C=C1)Cl)Cl)C#N (a-n-butyl-2,4-dichlorobenzyl cyanide), N1=CC=CC=C1 (pyridine), C=O (paraformaldehyde). Solvent: [OH-].C(C)[NH+](CC)CC.C1=CC=CC=C1 (benzene triethylammonium hydroxide). Conditions: time 16 hour. The product is C(#N)C(CO)(CCCC)C1=C(C=C(C=C1)Cl)Cl (2-cyano-2-(2.4-dichlorophenyl)hexan-1-ol). RXN SMILES: [CH2:1]([CH:5]([C:14]#[N:15])[C:6]1[CH:11]=[CH:10][C:9]([Cl:12])=[CH:8][C:7]=1[Cl:13])[CH2:2][CH2:3][CH3:4].N1C=CC=CC=1.[CH2:22]=[O:23]>[OH-].C([NH+](CC)CC)C.C1C=CC=CC=1>[C:14]([C:5]([C:6]1[CH:11]=[CH:10][C:9]([Cl:12])=[CH:8][C:7]=1[Cl:13])([CH2:1][CH2:2][CH2:3][CH3:4])[CH2:22][OH:23])#[N:15] |f:3.4.5|. Procedure: To an ice cold stirred solution of a-n-butyl-2,4-dichlorobenzyl cyanide (5g., 0.02 mole) in 20 ml. of pyridine containing a suspension of paraformaldehyde (2.4g., 0.08 mole) is added 1 ml. of benzene triethylammonium hydroxide. The mixture is stirred under nitrogen at room temperature for 16 hours. The reaction mixture is poured into 300 ml. of water and extracted with ether. The combined ether extracts are washed with water, saturated sodium chloride solution and dried over magnesium sulfate. T... Starting materials: FC=1C=CC(=NC1)[C@H](C)SC=1N=C(C2=C(N1)N=C(S2)OC)N[C@@H](CO)CC(C)C ((2R)-2-[(5-{[(1S)-1-(5-fluoropyridin-2-yl)ethyl]thio}-2-methoxy[1,3]thiazolo[4,5-d]pyrimidin-7-yl)amino]-4-methylpentan-1-ol). The solvent is [Cl-].[Na+].O (Brine). Conditions: temperature 50 celsius, time 3 hour. The product is FC=1C=CC(=NC1)[C@H](C)SC=1N=C(C2=C(N1)NC(S2)=O)N[C@H](CC(C)C)CO (5-{[(1S)-1-(5-Fluoropyridin-2-yl)ethyl]thio}-7-{[(1R)-1-(hydroxymethyl)-3-methylbutyl]amino}[1,3]thiazolo[4,5-d]pyrimidin-2(3H)-one). Reaction SMILES: [F:1][C:2]1[CH:3]=[CH:4][C:5]([C@@H:8]([S:10][C:11]2[N:12]=[C:13]([NH:22][C@H:23]([CH2:26][CH:27]([CH3:29])[CH3:28])[CH2:24][OH:25])[C:14]3[S:19][C:18]([O:20]C)=[N:17][C:15]=3[N:16]=2)[CH3:9])=[N:6][CH:7]=1>[Cl-].[Na+].O>[F:1][C:2]1[CH:3]=[CH:4][C:5]([C@@H:8]([S:10][C:11]2[N:12]=[C:13]([NH:22][C@@H:23]([CH2:24][OH:25])[CH2:26][CH:27]([CH3:28])[CH3:29])[C:14]3[S:19][C:18](=[O:20])[NH:17][C:15]=3[N:16]=2)[CH3:9])=[N:6][CH:7]=1 |f:1.2.3|. Reported procedure: The title compound was prepared from (2R)-2-[(5-{[(1S)-1-(5-fluoropyridin-2-yl)ethyl]thio}-2-methoxy[1,3]thiazolo[4,5-d]pyrimidin-7-yl)amino]-4-methylpentan-1-ol from the previous step using General method D, except that the reaction mixture was stirred at 50° C. for 3 h. After complete reaction the reaction mixture was diluted with Brine and extracted with DCM (three times). The combined organic extracts were dried over magnesium sulphate and concentrated in vacuo. The product was purified by f...